From a dataset of the Open Reaction Database (ORD), a public repository of structured organic reaction records. describe an organic reaction: reactants, conditions, products, and yield The reactants are solution, CCOC(=O)/N=N/C(=O)OCC (diethylazodicarboxylate), C1(=CC=CC=C1)C (toluene), C(C)(C)(C)OC(NCCO)=O ((2-hydroxyethyl)carbamic acid t-butyl ester), C1(=CC=CC=C1)P(=O)(C1=CC=CC=C1)N=[N+]=[N-] (diphenylphosphoryl azide), C1(=CC=CC=C1)P(C1=CC=CC=C1)C1=CC=CC=C1 (triphenylphosphine). Solvent: O1CCCC1 (tetrahydrofuran). Yields the product C(C)(C)(C)OC(NCCN=[N+]=[N-])=O ((2-azidoethyl)carbamic acid t-butyl ester). The yield is 107.4%. Reaction SMILES: [C:1]([O:5][C:6](=[O:11])[NH:7][CH2:8][CH2:9]O)([CH3:4])([CH3:3])[CH3:2].C1(P([N:26]=[N+:27]=[N-:28])(C2C=CC=CC=2)=O)C=CC=CC=1.C1(P(C2C=CC=CC=2)C2C=CC=CC=2)C=CC=CC=1.CCOC(/N=N/C(OCC)=O)=O.C1(C)C=CC=CC=1>O1CCCC1>[C:1]([O:5][C:6](=[O:11])[NH:7][CH2:8][CH2:9][N:26]=[N+:27]=[N-:28])([CH3:4])([CH3:3])[CH3:2]. Procedure: To a solution of (2-hydroxyethyl)carbamic acid t-butyl ester (1.5 g, 6.2 mmol) in tetrahydrofuran (75 ml) were added diphenylphosphoryl azide (3.0 ml, 13.9 mmol), triphenylphosphine (3.7 g, 14.1 mmol), and a 40% solution of diethylazodicarboxylate in toluene (5.1 g, 13.9 mmol) in an ice bath under an atmosphere of nitrogen, and then the mixture was stirred for 4 hours under the same conditions. After checking the completion of the reaction, the reaction mixture was partitioned between ethyl acet... Reactants: CO.C(Cl)(Cl)Cl (MeOH CHCl3), FC=1C=C(C=C(C1N1CCN(CC1)C(=O)OC(C)(C)C)F)N1C(OC(C1)CN=[N+]=[N-])=O ([[3-[3,5-difluoro-4-[4-(tert-butoxycarbonyl)-1-piperazinyl]phenyl]-2-oxo-5-oxazolidinyl]methyl]azide), C(C)(=O)OC(C)=O (acetic anhydride), N1=CC=CC=C1 (pyridine). Solvent: CCOC(=O)C (EtOAc). Reaction conditions: time 8 hour. Yields the product FC=1C=C(C=C(C1N1CCN(CC1)CCN1CCCCC1)F)N1C(O[C@H](C1)CNC(C)=O)=O ((S)-N-[[3-[3,5-difluoro-4-[4-[2-(1-piperidinyl)ethyl]-1-piperazinyl]phenyl]-2-oxo-5-oxazolidinyl]methyl]acetamide). The yield is 83.0%. RXN SMILES: [F:1][C:2]1[CH:3]=[C:4]([N:22]2[CH2:26][CH:25]([CH2:27][N:28]=[N+]=[N-])[O:24][C:23]2=[O:31])[CH:5]=[C:6]([F:21])[C:7]=1[N:8]1[CH2:13][CH2:12][N:11]([C:14](OC(C)(C)C)=O)[CH2:10][CH2:9]1.[N:32]1[CH:37]=[CH:36][CH:35]=[CH:34][CH:33]=1.[C:38](OC(=O)C)(=[O:40])[CH3:39].CO.[CH:47](Cl)(Cl)Cl>CCOC(C)=O>[F:1][C:2]1[CH:3]=[C:4]([N:22]2[CH2:26][C@H:25]([CH2:27][NH:28][C:38](=[O:40])[CH3:39])[O:24][C:23]2=[O:31])[CH:5]=[C:6]([F:21])[C:7]=1[N:8]1[CH2:9][CH2:10][N:11]([CH2:14][CH2:47][N:32]2[CH2:37][CH2:36][CH2:35][CH2:34][CH2:33]2)[CH2:12][CH2:13]1 |f:3.4|. Reported procedure: The [[3-[3,5-difluoro-4-[4-(tert-butoxycarbonyl)-1-piperazinyl]phenyl]-2-oxo-5-oxazolidinyl]methyl]azide (22.4 g, 51 mmol) was dissolved in 1 L of EtOAc and then degassed three times with N2. Next, 10% Pd-C (4.48 g, 20% by weight) was added and the solution was degassed again three times (with N2) before replacing the atmosphere with H2 (balloon). After hours, the reaction was determined to be complete by TLC (20% MeOH/CHCl3, UV short wave). At this point, pyridine (8.25 mL, 102 mmol) was added,... The product is Cl.COC=1C=CC=2C[C@@H]3[C@@]4([C@@H](CC([C@H]5[C@@]4(C2C1O5)CCN3)=O)C)OC (3,14-Dimethoxy-4,5α-epoxy-8α-methylmorphinan-6-one Hydrochloride). Starting materials: C(#N)N1[C@H]2[C@@]3([C@@H](CC([C@H]4[C@@]3(C=3C(=C(C=CC3C2)OC)O4)CC1)=O)C)OC (17-Cyano-3,14-dimethoxy-4,5α-epoxy-8α-methylmorphinan-6-one), Cl (HCl). Procedure: 17-Cyano-3,14-dimethoxy-4,5α-epoxy-8α-methylmorphinan-6-one (3) (6.0 g, 16.9 mmol) was combined with 250 ml of 2N HCl and refluxed under a nitrogen atmosphere for 3 hours. The contents of the reaction flask were concentrated under reduced pressure to give 6.1 g (99% theory) of a brownish solid which was dried and used without further purification. As a reaction SMILES: C([N:3]1[CH2:22][CH2:21][C@:10]23[C:11]4[C:12]5[O:20][C@H:9]2[C:8](=[O:23])[CH2:7][C@@H:6]([CH3:24])[C@@:5]3([O:25][CH3:26])[C@H:4]1[CH2:17][C:16]=4[CH:15]=[CH:14][C:13]=5[O:18][CH3:19])#N.[ClH:27]>>[ClH:27].[CH3:19][O:18][C:13]1[CH:14]=[CH:15][C:16]2[CH2:17][C@H:4]3[NH:3][CH2:22][CH2:21][C@:10]45[C:11]=2[C:12]=1[O:20][C@H:9]4[C:8](=[O:23])[CH2:7][C@@H:6]([CH3:24])[C@@:5]35[O:25][CH3:26] |f:2.3|. Starting materials: CCOC(=O)c1cc(Br)n(COCc2ccccc2)c1C=O, Cc1ccccc1, CCN(C(C)C)C(C)C, [H][H]. Yields the product CCOC(=O)c1ccn(COCc2ccccc2)c1C=O. As a reaction SMILES: [CH2:1]([c:2]1[cH:3][cH:4][cH:5][cH:6][cH:7]1)[O:8][CH2:9][n:10]1[c:11]([CH:21]=[O:22])[c:12]([C:16](=[O:17])[O:18][CH2:19][CH3:20])[cH:13][c:14]1[Br:15].[CH3:34][c:35]1[cH:36][cH:37][cH:38][cH:39][cH:40]1.[CH:23]([N:24]([CH2:25][CH3:26])[CH:27]([CH3:28])[CH3:29])([CH3:30])[CH3:31].[H:32][H:33]>>[CH2:1]([c:2]1[cH:3][cH:4][cH:5][cH:6][cH:7]1)[O:8][CH2:9][n:10]1[c:11]([CH:21]=[O:22])[c:12]([C:16](=[O:17])[O:18][CH2:19][CH3:20])[cH:13][cH:14]1. RXN SMILES: [CH2:1]([O:8][C:9]([N:11]1[CH2:15][C@H:14]([OH:16])[CH2:13][C@H:12]1/[CH:17]=[CH:18]\[C:19]1[CH:20]=[N:21][CH:22]=[CH:23][CH:24]=1)=[O:10])[C:2]1[CH:7]=[CH:6][CH:5]=[CH:4][CH:3]=1.[CH3:25][S:26](Cl)(=[O:28])=[O:27].O>C(OCC)(=O)C.C(N(CC)CC)C>[CH2:1]([O:8][C:9]([N:11]1[CH2:15][C@H:14]([O:16][S:26]([CH3:25])(=[O:28])=[O:27])[CH2:13][C@H:12]1/[CH:17]=[CH:18]\[C:19]1[CH:20]=[N:21][CH:22]=[CH:23][CH:24]=1)=[O:10])[C:2]1[CH:7]=[CH:6][CH:5]=[CH:4][CH:3]=1. The reactants are C(C1=CC=CC=C1)OC(=O)N1[C@@H](C[C@H](C1)O)\C=C/C=1C=NC=CC1 ((2S,4R)-1-benzyloxycarbonyl-4-hydroxy-2-[(Z)-2-(pyridin-3-yl)vinyl]pyrrolidine), CS(=O)(=O)Cl (methanesulfonyl chloride), O (water). Product: C(C1=CC=CC=C1)OC(=O)N1[C@@H](C[C@H](C1)OS(=O)(=O)C)\C=C/C=1C=NC=CC1 ((2S,4R)-1-benzyloxycarbonyl-4-methanesulfonyloxy-2-[(Z)-2-(pyridin-3-yl)vinyl]pyrrolidine). Procedure: To a solution of (2S,4R)-1-benzyloxycarbonyl-4-hydroxy-2-[(Z)-2-(pyridin-3-yl)vinyl]pyrrolidine (5.2 g) in a mixture of ethyl acetate (50 ml) and triethylamine (2.90 ml) was added dropwise methanesulfonyl chloride (1.24 ml) under ice-cooling with stirring and the mixture was stirred at the same temperature for 1 hour. To the reaction mixture were added ethyl acetate (50 ml) and water (30 ml). The organic layer was washed successively with saturated aqueous sodium bicarbonate and saturated aqueou... Run in C(C)(=O)OCC (ethyl acetate), C(C)N(CC)CC (triethylamine), C(C)(=O)OCC (ethyl acetate). Reactants: C=CC1CN(Cc2ccccc2)CCN1Cc1ccccc1, C=Cc1ccccc1, ClCCl. Yields the product C(=CC1CN(Cc2ccccc2)CCN1Cc1ccccc1)c1ccccc1. As a reaction SMILES: [CH2:1]([c:2]1[cH:3][cH:4][cH:5][cH:6][cH:7]1)[N:8]1[CH:9]([CH:21]=[CH2:22])[CH2:10][N:11]([CH2:14][c:15]2[cH:16][cH:17][cH:18][cH:19][cH:20]2)[CH2:12][CH2:13]1.[CH2:23]=[CH:24][c:25]1[cH:26][cH:27][cH:28][cH:29][cH:30]1.[Cl:31][CH2:32][Cl:33]>>[CH2:1]([c:2]1[cH:3][cH:4][cH:5][cH:6][cH:7]1)[N:8]1[CH:9]([CH:21]=[CH:22][c:25]2[cH:26][cH:27][cH:28][cH:29][cH:30]2)[CH2:10][N:11]([CH2:14][c:15]2[cH:16][cH:17][cH:18][cH:19][cH:20]2)[CH2:12][CH2:13]1. Starting materials: C1CCNC1, ClCCl, O=C(O)C1CCCN1C(=O)CCCc1ccccc1. Product: O=C(C1CCCN1C(=O)CCCc1ccccc1)N1CCCC1. Reaction SMILES: [CH2:20]1[CH2:21][CH2:22][NH:23][CH2:24]1.[CH2:25]([Cl:26])[Cl:27].[c:1]1([CH2:7][CH2:8][CH2:9][C:10](=[O:11])[N:12]2[CH:13]([C:14](=[O:15])[OH:16])[CH2:17][CH2:18][CH2:19]2)[cH:2][cH:3][cH:4][cH:5][cH:6]1>>[c:1]1([CH2:7][CH2:8][CH2:9][C:10](=[O:11])[N:12]2[CH:13]([C:14](=[O:16])[N:23]3[CH2:22][CH2:21][CH2:20][CH2:24]3)[CH2:17][CH2:18][CH2:19]2)[cH:2][cH:3][cH:4][cH:5][cH:6]1. Reactants: [Al+3], CC1(C)CCC(C)(C)c2cc(C#Cc3ccc(C#N)cc3)ccc21, [H-], [H-], [H-], [H-], [Li+], [Na+], [Na+], O=S(=O)([O-])[O-], O. The product is CC1(C)CCC(C)(C)c2cc(C#Cc3ccc(CN)cc3)ccc21. RXN SMILES: [Al+3:26].[CH3:1][C:2]1([CH3:24])[c:3]2[cH:4][cH:5][c:6]([C:14]#[C:15][c:16]3[cH:17][cH:18][c:19]([C:20]#[N:21])[cH:22][cH:23]3)[cH:7][c:8]2[C:9]([CH3:12])([CH3:13])[CH2:10][CH2:11]1.[H-:25].[H-:28].[H-:29].[H-:30].[Li+:27].[Na+:31].[Na+:32].[O-:33][S:34](=[O:35])(=[O:36])[O-:37].[OH2:38]>>[CH3:1][C:2]1([CH3:24])[c:3]2[cH:4][cH:5][c:6]([C:14]#[C:15][c:16]3[cH:17][cH:18][c:19]([CH2:20][NH2:21])[cH:22][cH:23]3)[cH:7][c:8]2[C:9]([CH3:12])([CH3:13])[CH2:10][CH2:11]1. The reactants are O=C([O-])[O-], CI, CC(C)N1Cc2c(-n3c(=O)cc(C(F)(F)F)[nH]c3=O)ccc(Cl)c2C1=O, [K+], [K+], CN(C)C=O, O. The product is CC(C)N1Cc2c(-n3c(=O)cc(C(F)(F)F)n(C)c3=O)ccc(Cl)c2C1=O. Reaction SMILES: [C:27](=[O:28])([O-:29])[O-:30].[CH3:33][I:34].[Cl:1][c:2]1[cH:3][cH:4][c:5](-[n:15]2[c:16](=[O:26])[nH:17][c:18]([C:22]([F:23])([F:24])[F:25])[cH:19][c:20]2=[O:21])[c:6]2[c:10]1[C:9](=[O:11])[N:8]([CH:12]([CH3:13])[CH3:14])[CH2:7]2.[K+:31].[K+:32].[O:36]=[CH:37][N:38]([CH3:39])[CH3:40].[OH2:35]>>[Cl:1][c:2]1[cH:3][cH:4][c:5](-[n:15]2[c:16](=[O:26])[n:17]([CH3:27])[c:18]([C:22]([F:23])([F:24])[F:25])[cH:19][c:20]2=[O:21])[c:6]2[c:10]1[C:9](=[O:11])[N:8]([CH:12]([CH3:13])[CH3:14])[CH2:7]2. Reactants: O=C([O-])[O-], COC(=O)c1cscc1NC(=O)COc1ccc(Br)cn1, COc1ccccc1B(O)O, CCOC(C)=O, [Cs+], [Cs+], C1CCOC1, O, c1ccc(P(c2ccccc2)(c2ccccc2)[Pd](P(c2ccccc2)(c2ccccc2)c2ccccc2)(P(c2ccccc2)(c2ccccc2)c2ccccc2)P(c2ccccc2)(c2ccccc2)c2ccccc2)cc1. The product is COC(=O)c1cscc1NC(=O)COc1ccc(-c2ccccc2OC)cn1. Reaction SMILES: [C:33](=[O:34])([O-:35])[O-:36].[CH3:1][O:2][C:3](=[O:4])[c:5]1[cH:6][s:7][cH:8][c:9]1[NH:10][C:11]([CH2:12][O:13][c:14]1[n:15][cH:16][c:17]([Br:20])[cH:18][cH:19]1)=[O:21].[CH3:22][O:23][c:24]1[c:25]([B:30]([OH:31])[OH:32])[cH:26][cH:27][cH:28][cH:29]1.[CH3:45][CH2:46][O:47][C:48](=[O:49])[CH3:50].[Cs+:37].[Cs+:38].[O:39]1[CH2:40][CH2:41][CH2:42][CH2:43]1.[OH2:44].[cH:51]1[cH:52][cH:53][c:54]([P:55]([Pd:56]([P:57]([c:58]2[cH:59][cH:60][cH:61][cH:62][cH:63]2)([c:64]2[cH:65][cH:66][cH:67][cH:68][cH:69]2)[c:70]2[cH:71][cH:72][cH:73][cH:74][cH:75]2)([P:76]([c:77]2[cH:78][cH:79][cH:80][cH:81][cH:82]2)([c:83]2[cH:84][cH:85][cH:86][cH:87][cH:88]2)[c:89]2[cH:90][cH:91][cH:92][cH:93][cH:94]2)[P:95]([c:96]2[cH:97][cH:98][cH:99][cH:100][cH:101]2)([c:102]2[cH:103][cH:104][cH:105][cH:106][cH:107]2)[c:108]2[cH:109][cH:110][cH:111][cH:112][cH:113]2)([c:114]2[cH:115][cH:116][cH:117][cH:118][cH:119]2)[c:120]2[cH:121][cH:122][cH:123][cH:124][cH:125]2)[cH:126][cH:127]1>>[CH3:1][O:2][C:3](=[O:4])[c:5]1[cH:6][s:7][cH:8][c:9]1[NH:10][C:11]([CH2:12][O:13][c:14]1[n:15][cH:16][c:17](-[c:25]2[c:24]([O:23][CH3:22])[cH:29][cH:28][cH:27][cH:26]2)[cH:18][cH:19]1)=[O:21].